This data is from the Open Reaction Database (ORD), a public repository of structured organic reaction records. The task is: describe an organic reaction: reactants, conditions, products, and yield Starting materials: CCCCOc1nccc2nc(C(C)C)c3ccc(F)cc3c12, Cl, C1CCOC1. The product is CC(C)c1nc2cc[nH]c(=O)c2c2cc(F)ccc12. Reaction SMILES: [CH2:1]([CH2:2][CH2:3][CH3:4])[O:5][c:6]1[c:7]2[c:8]3[c:9]([c:10]([CH:16]([CH3:17])[CH3:18])[n:11][c:12]2[cH:13][cH:14][n:15]1)[cH:19][cH:20][c:21]([F:23])[cH:22]3.[ClH:24].[O:25]1[CH2:26][CH2:27][CH2:28][CH2:29]1>>[O:5]=[c:6]1[c:7]2[c:8]3[c:9]([c:10]([CH:16]([CH3:17])[CH3:18])[n:11][c:12]2[cH:13][cH:14][nH:15]1)[cH:19][cH:20][c:21]([F:23])[cH:22]3.